The task is: describe an organic reaction: reactants, conditions, products, and yield. This data is from the Open Reaction Database (ORD), a public repository of structured organic reaction records. The reactants are CI (Methyl iodide), [H-].[Na+] (sodium hydride), oil, BrC=1C=C(C=CC1)CC#N (3-bromophenylacetonitrile). Solvent: O1CCCC1 (tetrahydrofuran), C(C)(=O)OCC (ethyl acetate). Conditions: temperature 0 celsius, time 40 minute. The product is BrC=1C=C(C=CC1)C(C#N)C (2-(3-bromophenyl)propanenitrile). Yield: 54.9%. As a reaction SMILES: [Br:1][C:2]1[CH:3]=[C:4]([CH2:8][C:9]#[N:10])[CH:5]=[CH:6][CH:7]=1.[H-].[Na+].[CH3:13]I>O1CCCC1.C(OCC)(=O)C>[Br:1][C:2]1[CH:3]=[C:4]([CH:8]([CH3:13])[C:9]#[N:10])[CH:5]=[CH:6][CH:7]=1 |f:1.2|. Procedure: To a solution of 3-bromophenylacetonitrile (12 g, 61.2 mmol) in tetrahydrofuran (150 ml) cooled down to 0° C., was added 60% sodium hydride in mineral oil (2.25 g, 56.3 mmol) portionwise over 10 minutes. The reaction mixture was stirred at 0° C. for 40 minutes. Methyl iodide (5.71 ml, 91.8 mmol) was added dropwise at 0° C. and the reaction mixture was stirred at 0° C. for a further 1 hour. The reaction mixture was diluted with ethyl acetate (250 ml), washed with water and brine. The organic phas... As a reaction SMILES: [O:1]=[C:2]1[C:11]2[C:10]3[CH:12]=[C:13]([C:16]#[C:17][Si](C)(C)C)[CH:14]=[CH:15][C:9]=3[CH:8]=[CH:7][C:6]=2[N:5]=[C:4]([NH:22]C(=O)C(C)(C)C)[NH:3]1.C([O-])([O-])=O.[K+].[K+].C(O)(=O)C>CO.O>[NH2:22][C:4]1[NH:3][C:2](=[O:1])[C:11]2[C:10]3[CH:12]=[C:13]([C:16]#[CH:17])[CH:14]=[CH:15][C:9]=3[CH:8]=[CH:7][C:6]=2[N:5]=1 |f:1.2.3|. Product: NC1=NC=2C=CC3=C(C2C(N1)=O)C=C(C=C3)C#C (3-amino-9-ethynyl benzo[f]quinazolin-1(2H)-one). The solvent is O (water), CO (methanol). The yield is 58.5%. Starting materials: O=C1NC(=NC=2C=CC3=C(C12)C=C(C=C3)C#C[Si](C)(C)C)NC(C(C)(C)C)=O (N-(1,2-dihydro-1-oxo-9-(trimethylsilylethynyl)benzo[f]quinazolin-3-yl)pivalamide), C(=O)([O-])[O-].[K+].[K+] (K2CO3), C(C)(=O)O (acetic acid). Reported procedure: A solution of N-(1,2-dihydro-1-oxo-9-(trimethylsilylethynyl)benzo[f]quinazolin-3-yl)pivalamide (0.24 g, 0.61 mmol) and K2CO3 (0.50 g, 3.6 mmol) in methanol (˜50 ml) was stirred at reflux for 2.5 hours. The solution was then diluted with water (˜20 ml) acidified with acetic acid, and the resulting solid filtered and dried at 90° C. under reduced pressure. The solid was resuspended in ethanol (˜20 ml), filtered, and dried to give 3-amino-9-ethynyl benzo[f]quinazolin-1(2H)-one (0.084 g) as a tan so... Starting materials: CCOC(=O)c1ccc(N)c(C(CCNC(=O)OC(C)(C)C)=NO)c1, CN(C)c1ccccn1, CC(=O)OC(C)=O, ClCCl, O. RXN SMILES: [CH2:1]([CH3:2])[O:3][C:4]([c:5]1[cH:6][c:7]([C:12]([CH2:13][CH2:14][NH:15][C:16](=[O:17])[O:18][C:19]([CH3:20])([CH3:21])[CH3:22])=[N:23][OH:24])[c:8]([NH2:11])[cH:9][cH:10]1)=[O:25].[CH3:26][N:27]([c:28]1[cH:29][cH:30][cH:31][cH:32][n:33]1)[CH3:34].[CH3:35][C:36](=[O:37])[O:38][C:39](=[O:40])[CH3:41].[Cl:43][CH2:44][Cl:45].[OH2:42]>>[CH2:1]([CH3:2])[O:3][C:4]([c:5]1[cH:6][c:7]([C:12]([CH2:13][CH2:14][NH:15][C:16](=[O:17])[O:18][C:19]([CH3:20])([CH3:21])[CH3:22])=[N:23][O:24][C:36]([CH3:35])=[O:37])[c:8]([NH2:11])[cH:9][cH:10]1)=[O:25]. Product: CCOC(=O)c1ccc(N)c(C(CCNC(=O)OC(C)(C)C)=NOC(C)=O)c1. Reactants: CCO, CO, CNC1C(O)CC2C3CCC4CC(O)CCC4(C)C3CCC21C, O=C(O)C=CC(=O)O. The product is CNC1C(O)CC2C3CCC4CC(OC(=O)C=CC(=O)O)CCC4(C)C3CCC21C. Reaction SMILES: [CH3:32][CH2:33][OH:34].[CH3:35][OH:36].[CH3:9][NH:10][CH:11]1[C:12]2([CH3:13])[CH:14]([CH2:15][CH:16]1[OH:17])[CH:18]1[CH2:19][CH2:20][CH:21]3[CH2:22][CH:23]([OH:31])[CH2:24][CH2:25][C:26]3([CH3:27])[CH:28]1[CH2:29][CH2:30]2.[OH:1][C:2](=[O:3])[CH:4]=[CH:5][C:6]([OH:7])=[O:8]>>[OH:1][C:2](=[O:3])[CH:4]=[CH:5][C:6]([O:7][CH:23]1[CH2:22][CH:21]2[CH2:20][CH2:19][CH:18]3[CH:14]4[C:12]([CH3:13])([CH:11]([NH:10][CH3:9])[CH:16]([OH:17])[CH2:15]4)[CH2:30][CH2:29][CH:28]3[C:26]2([CH3:27])[CH2:25][CH2:24]1)=[O:8].